Task: describe an organic reaction: reactants, conditions, products, and yield. Dataset: the Open Reaction Database (ORD), a public repository of structured organic reaction records The reactants are CCCOC(C)C(=O)Oc1ccc(C(=O)O)cc1, ClCCl, CCC(C)COC(=O)c1ccc(O)cc1, CCOCC, CN(C)c1ccncc1, C(=NC1CCCCC1)=NC1CCCCC1. The product is CCCOC(C)C(=O)Oc1ccc(C(=O)Oc2ccc(C(=O)OCC(C)CC)cc2)cc1. As a reaction SMILES: [CH2:1]([CH2:2][CH3:3])[O:4][CH:5]([C:6](=[O:7])[O:8][c:9]1[cH:10][cH:11][c:12]([C:13](=[O:14])[OH:15])[cH:16][cH:17]1)[CH3:18].[CH2:54]([Cl:55])[Cl:56].[CH3:19][CH:20]([CH2:21][O:22][C:23](=[O:24])[c:25]1[cH:26][cH:27][c:28]([OH:31])[cH:29][cH:30]1)[CH2:32][CH3:33].[CH3:49][CH2:50][O:51][CH2:52][CH3:53].[CH3:57][N:58]([CH3:59])[c:60]1[cH:61][cH:62][n:63][cH:64][cH:65]1.[CH:34]1([N:35]=[C:36]=[N:37][CH:38]2[CH2:39][CH2:40][CH2:41][CH2:42][CH2:43]2)[CH2:44][CH2:45][CH2:46][CH2:47][CH2:48]1>>[CH2:1]([CH2:2][CH3:3])[O:4][CH:5]([C:6](=[O:7])[O:8][c:9]1[cH:10][cH:11][c:12]([C:13](=[O:14])[O:15][c:28]2[cH:27][cH:26][c:25]([C:23]([O:22][CH2:21][CH:20]([CH3:19])[CH2:32][CH3:33])=[O:24])[cH:30][cH:29]2)[cH:16][cH:17]1)[CH3:18]. Reactants: ClC1=C2N=CN(C2=NC(=N1)C)C1OCCCC1 (6-chloro-2-methyl-9-(tetrahydro-2H-pyran-2-yl)-9H-purine), FC1=NC=CC=C1B(O)O (2-fluoropyridin-3-ylboronic acid), C(C)(=O)[O-].[K+] (potassium acetate). Reagents/catalysts: CC(C)(C)P(C1=CC=C(C=C1)N(C)C)C(C)(C)C.CC(C)(C)P(C1=CC=C(C=C1)N(C)C)C(C)(C)C.Cl[Pd]Cl (bis(di-tert-butyl (4-dimethylaminophenyl)phosphine)dichloropalladium(II)). Run in CCO (EtOH). Product: FC1=NC=CC=C1C1=C2N=CN(C2=NC(=N1)C)C1OCCCC1 (6-(2-fluoropyridin-3-yl)-2-methyl-9-(tetrahydro-2H-pyran-2-yl)-9H-purine). Yield: 78.7%. As a reaction SMILES: Cl[C:2]1[N:10]=[C:9]([CH3:11])[N:8]=[C:7]2[C:3]=1[N:4]=[CH:5][N:6]2[CH:12]1[CH2:17][CH2:16][CH2:15][CH2:14][O:13]1.[F:18][C:19]1[C:24](B(O)O)=[CH:23][CH:22]=[CH:21][N:20]=1.C([O-])(=O)C.[K+]>CCO.CC(P(C(C)(C)C)C1C=CC(N(C)C)=CC=1)(C)C.CC(P(C(C)(C)C)C1C=CC(N(C)C)=CC=1)(C)C.Cl[Pd]Cl>[F:18][C:19]1[C:24]([C:2]2[N:10]=[C:9]([CH3:11])[N:8]=[C:7]3[C:3]=2[N:4]=[CH:5][N:6]3[CH:12]2[CH2:17][CH2:16][CH2:15][CH2:14][O:13]2)=[CH:23][CH:22]=[CH:21][N:20]=1 |f:2.3,5.6.7|. Procedure: A mixture of 6-chloro-2-methyl-9-(tetrahydro-2H-pyran-2-yl)-9H-purine (3) (531.6 mg, 2104 μmol), 2-fluoropyridin-3-ylboronic acid (Asymchem Laboratories, Inc., Morrisville, N.C.) (596 mg, 4230 μmol), potassium acetate (629 mg, 6409 μmol) and bis(di-tert-butyl (4-dimethylaminophenyl)phosphine)dichloropalladium(II) (Aldrich, St. Louis, Mo.) (37.2 mg, 52.6 μmol) under a N2 atmosphere was suspended in EtOH (5.0 mL) and H2O (1.0 mL), degassed, and heated at gentle reflux for 2 h. LCMS indicated the r... The product is OC(CO)C1=CC=CC(=N1)CN1N=C(C2=C(C=CC=C12)NC(=O)C1=CN=C2N1C=CC=C2)CC (N-(1-((6-(1,2-dihydroxyethyl)pyridin-2-yl)methyl)-3-ethyl-1H-indazol-4-yl)imidazo[1,2-a]pyridine-3-carboxamide). Run at time 1 hour. The reactants are C(C)C1=NN(C2=CC=CC(=C12)NC(=O)C1=CN=C2N1C=CC=C2)CC2=NC(=CC=C2)C=C (N-(3-ethyl-1-((6-vinylpyridin-2-yl)methyl)-1H-indazol-4-yl)imidazo[1,2-a]pyridine-3-carboxamide), C[N+]1(CCOCC1)[O-] (N-methylmorpholine N-oxide), CC(=O)C.O (acetone water). Reported procedure: To a solution of N-(3-ethyl-1-((6-vinylpyridin-2-yl)methyl)-1H-indazol-4-yl)imidazo[1,2-a]pyridine-3-carboxamide (Example 24, Step B; 40 mg, 0.095 mmol) in acetone/water (2 mL/0.5 mL) was added N-methylmorpholine N-oxide (44 mg, 0.19 mmol), followed by osmium tetroxide (2.5% in tert-butanol, 15 μL). The mixture was stirred for 1 hour and then quenched by the addition of a saturated solution of sodium thiosulfate (1 mL). The mixture was concentrated under reduced pressure to remove acetone and di... The reagents and catalysts are [Os](=O)(=O)(=O)=O (osmium tetroxide). RXN SMILES: [CH2:1]([C:3]1[C:11]2[C:6](=[CH:7][CH:8]=[CH:9][C:10]=2[NH:12][C:13]([C:15]2[N:19]3[CH:20]=[CH:21][CH:22]=[CH:23][C:18]3=[N:17][CH:16]=2)=[O:14])[N:5]([CH2:24][C:25]2[CH:30]=[CH:29][CH:28]=C(C=C)[N:26]=2)[N:4]=1)[CH3:2].C[N+]1([O-])CC[O:37]CC1.[CH3:41][C:42]([CH3:44])=[O:43].O>[Os](=O)(=O)(=O)=O>[OH:43][CH:42]([C:44]1[N:26]=[C:25]([CH2:24][N:5]2[C:6]3[C:11](=[C:10]([NH:12][C:13]([C:15]4[N:19]5[CH:20]=[CH:21][CH:22]=[CH:23][C:18]5=[N:17][CH:16]=4)=[O:14])[CH:9]=[CH:8][CH:7]=3)[C:3]([CH2:1][CH3:2])=[N:4]2)[CH:30]=[CH:29][CH:28]=1)[CH2:41][OH:37] |f:2.3|. Reactants: FC=1C=C(C=CC1)C(CC1=NC=C(C=C1)C(F)(F)F)=O (1-(3-fluorophenyl)-2-(5-trifluoromethyl-2-pyridinyl)ethanone), NO (hydroxylamine), [OH-].[Na+] (NaOH), CO (methanol). Solvent: O (water). Reaction conditions: temperature 70 celsius, time 3 hour. The product is FC=1C=C(C=CC1)C(CC1=NC=C(C=C1)C(F)(F)F)=NO (1-(3-Fluorophenyl)-2-(5-trifluoromethyl-2-pyridinyl)ethanone Oxime). The yield is 91.0%. Reaction SMILES: [F:1][C:2]1[CH:3]=[C:4]([C:8](=O)[CH2:9][C:10]2[CH:15]=[CH:14][C:13]([C:16]([F:19])([F:18])[F:17])=[CH:12][N:11]=2)[CH:5]=[CH:6][CH:7]=1.[NH2:21][OH:22].[OH-].[Na+].CO>O>[F:1][C:2]1[CH:3]=[C:4]([C:8](=[N:21][OH:22])[CH2:9][C:10]2[CH:15]=[CH:14][C:13]([C:16]([F:19])([F:18])[F:17])=[CH:12][N:11]=2)[CH:5]=[CH:6][CH:7]=1 |f:2.3|. Reported procedure: A reaction vessel was charged with 1-(3-fluorophenyl)-2-(5-trifluoromethyl-2-pyridinyl)ethanone (2 g, 7 mmol), hydroxylamine (2.2 g, 32 mmol), 10% NaOH aqueous solution (11 ml, 27 mmol) and methanol (24 ml). The reaction mixture was heated to 70° C. and stirred at 70° C. for 3 hrs. It was then cooled to room temperature and water (12 ml) was added. The mixture was stirred at 0° C. for 1 hr. The solids were collected on a filter, washed with water, and dried under vacuum at 50° C. overnight to pr... The reactants are CC(C(=O)C1=CC=C(C(=O)Cl)C=C1)(C)C (4- (2,2-dimethyl-1-oxopropyl)-benzoyl chloride), [H-].[Li+] (lithium hydride), solid, CC(C(=O)C1=CC=C(C(=O)NOC)C=C1)(C)C (4- (2,2-dimethyl-1-oxopropyl)-N-methoxybenzamide). The solvent is C1(=CC=CC=C1)C (toluene), C1(=CC=CC=C1)C (toluene). Reaction conditions: time 0.5 hour. Product: CC(C(=O)C1=CC=C(C(=O)N(C(C2=CC=C(C=C2)C(C(C)(C)C)=O)=O)OC)C=C1)(C)C (4-(2,2-dimethyl-1-oxopropyl)-N-methoxy-N-[4-(2,2-dimethyl-1-oxopropyl)-benzoyl]-benzamide). RXN SMILES: [H-].[Li+].[CH3:3][C:4]([CH3:19])([CH3:18])[C:5]([C:7]1[CH:17]=[CH:16][C:10]([C:11]([NH:13][O:14][CH3:15])=[O:12])=[CH:9][CH:8]=1)=[O:6].[CH3:20][C:21]([CH3:34])([CH3:33])[C:22]([C:24]1[CH:32]=[CH:31][C:27]([C:28](Cl)=[O:29])=[CH:26][CH:25]=1)=[O:23]>C1(C)C=CC=CC=1>[CH3:3][C:4]([CH3:19])([CH3:18])[C:5]([C:7]1[CH:17]=[CH:16][C:10]([C:11]([N:13]([O:14][CH3:15])[C:28](=[O:29])[C:27]2[CH:26]=[CH:25][C:24]([C:22](=[O:23])[C:21]([CH3:20])([CH3:33])[CH3:34])=[CH:32][CH:31]=2)=[O:12])=[CH:9][CH:8]=1)=[O:6] |f:0.1|. Procedure details: To a suspension of 0.64 grams(80 mmol) of lithium hydride in 150 ml of toluene, 9.4 grams (40 mmol) of solid 4- (2,2-dimethyl-1-oxopropyl)-N-methoxybenzamide is added portion-wise at room temperature and stirred for 1 1/2 hours. To this suspension, 9.93 grams (44.2 mmol) of 4- (2,2-dimethyl-1-oxopropyl)-benzoyl chloride dissolved in 50 ml of toluene is added at room temperature. The reaction mixture is stirred for 60 hours and then heated at 65°-70° C. for 22 hours. The mixture is poured into 25...